describe an organic reaction: reactants, conditions, products, and yield From a dataset of the Open Reaction Database (ORD), a public repository of structured organic reaction records. Starting materials: FC(C(COCC1=CC(=C(C=C1)F)OC1=CC=CC=C1)(O)C1=CC=C(C=C1)OCC)(F)F (1,1,1-Trifluoro-2-(4-ethoxyphenyl)-3-(3-phenoxy-4-fluorobenzyloxy)propan-2-ol), [H-].[Na+] (sodium hydride), CN(C=O)C (N,N-dimethylformamide). Conditions: time 20 minute. Yields the product FC(C(COCC1=CC(=C(C=C1)F)OC1=CC=CC=C1)(C1=CC=C(C=C1)OCC)OC)(F)F (1,1,1-trifluoro-2-methoxy-2-(4-ethoxyphenyl)-3-(3-phenoxy-4-fluorobenzyloxy)propane). Reaction SMILES: [F:1][C:2]([F:32])([F:31])[C:3]([C:22]1[CH:27]=[CH:26][C:25]([O:28][CH2:29][CH3:30])=[CH:24][CH:23]=1)([OH:21])[CH2:4][O:5][CH2:6][C:7]1[CH:12]=[CH:11][C:10]([F:13])=[C:9]([O:14][C:15]2[CH:20]=[CH:19][CH:18]=[CH:17][CH:16]=2)[CH:8]=1.[H-].[Na+].[CH3:35]N(C)C=O>>[F:32][C:2]([F:1])([F:31])[C:3]([O:21][CH3:35])([C:22]1[CH:23]=[CH:24][C:25]([O:28][CH2:29][CH3:30])=[CH:26][CH:27]=1)[CH2:4][O:5][CH2:6][C:7]1[CH:12]=[CH:11][C:10]([F:13])=[C:9]([O:14][C:15]2[CH:20]=[CH:19][CH:18]=[CH:17][CH:16]=2)[CH:8]=1 |f:1.2|. Procedure details: 1,1,1-Trifluoro-2-(4-ethoxyphenyl)-3-(3-phenoxy-4-fluorobenzyloxy)propan-2-ol (0.2 g) in dry N,N-dimethylformamide (2 cm3) was added to a suspension of sodium hydride (0.1 g of a 50% dispersion in oil--washed free of oil with n -hexane) in N,N-dimethylformamide (2 cm3) at the ambient temperature (ca. 22° C.) under an atmosphere of nitrogen. After stirring for 20 minutes a solution of methyl iodide (0.1 g) in N,N-dimethylformamide (3 cm3) was added in one portion. After 20 minutes no starting mat... The reactants are C(CCCCCCCCCCC)N1N=NN=C1CCC(=O)OC (methyl 1-dodecyl-1H-tetrazole-5-propanoate), [OH-].[K+] (KOH). Product: C(CCCCCCCCCCC)N1N=NN=C1CCC(=O)O (1-dodecyl-1H-tetrazole-5-propanoic acid). Reaction SMILES: [CH2:1]([N:13]1[C:17]([CH2:18][CH2:19][C:20]([O:22]C)=[O:21])=[N:16][N:15]=[N:14]1)[CH2:2][CH2:3][CH2:4][CH2:5][CH2:6][CH2:7][CH2:8][CH2:9][CH2:10][CH2:11][CH3:12].[OH-].[K+]>>[CH2:1]([N:13]1[C:17]([CH2:18][CH2:19][C:20]([OH:22])=[O:21])=[N:16][N:15]=[N:14]1)[CH2:2][CH2:3][CH2:4][CH2:5][CH2:6][CH2:7][CH2:8][CH2:9][CH2:10][CH2:11][CH3:12] |f:1.2|. Procedure: In a manner similar to Example 34, methyl 1-dodecyl-1H-tetrazole-5-propanoate was saponified with KOH to give 1-dodecyl-1H-tetrazole-5-propanoic acid. The acid was condensed with 2,4,6-trimethoxyaniline to give the title compound, mp 57°-61° C. Reactants: ClC1=CC=C(C=C1)N1N=C(C=C1I)N (1-(4-chlorophenyl)-5-iodo-1H-pyrazol-3-ylamine), aqueous solution, C([O-])([O-])=O.[Na+].[Na+] (sodium carbonate), C1(CCCCC1)P(C1CCCCC1)C1CCCCC1 (tricyclohexylphosphine), FC=1C=C(C=C(C1)CO[C@@H](C(F)(F)F)C)B1OC(C(O1)(C)C)(C)C (2-[3-fluoro-5-((R)-2,2,2-trifluoro-1-methylethoxymethyl)phenyl]-4,4,5,5-tetramethyl-[1,3,2]dioxaborolane). Reagents/catalysts: C(C)(=O)[O-].[Pd+2].C(C)(=O)[O-] (palladium (II) acetate). Run in COCCOC (1,2-dimethoxyethane). The product is ClC1=CC=C(C=C1)N1N=C(C=C1C1=CC(=CC(=C1)CO[C@@H](C(F)(F)F)C)F)N (1-(4-Chlorophenyl)-5-[3-fluoro-5-((R)-2,2,2-trifluoro-1-methylethoxymethyl)phenyl]-1H-pyrazol-3-ylamine). As a reaction SMILES: [Cl:1][C:2]1[CH:7]=[CH:6][C:5]([N:8]2[C:12](I)=[CH:11][C:10]([NH2:14])=[N:9]2)=[CH:4][CH:3]=1.[F:15][C:16]1[CH:17]=[C:18](B2OC(C)(C)C(C)(C)O2)[CH:19]=[C:20]([CH2:22][O:23][C@H:24]([CH3:29])[C:25]([F:28])([F:27])[F:26])[CH:21]=1.C(=O)([O-])[O-].[Na+].[Na+].C1(P(C2CCCCC2)C2CCCCC2)CCCCC1>COCCOC.C([O-])(=O)C.[Pd+2].C([O-])(=O)C>[Cl:1][C:2]1[CH:7]=[CH:6][C:5]([N:8]2[C:12]([C:18]3[CH:19]=[C:20]([CH2:22][O:23][C@H:24]([CH3:29])[C:25]([F:28])([F:27])[F:26])[CH:21]=[C:16]([F:15])[CH:17]=3)=[CH:11][C:10]([NH2:14])=[N:9]2)=[CH:4][CH:3]=1 |f:2.3.4,7.8.9|. Procedure: Under argon atmosphere, to a solution of 1-(4-chlorophenyl)-5-iodo-1H-pyrazol-3-ylamine (35 mg) in 1,2-dimethoxyethane (0.7 ml) were sequentially added 2-[3-fluoro-5-((R)-2,2,2-trifluoro-1-methylethoxymethyl)phenyl]-4,4,5,5-tetramethyl-[1,3,2]dioxaborolane (46 mg) prepared according to the same procedures as Preparation 15, a 2M aqueous solution of sodium carbonate (0.35 ml), tricyclohexylphosphine (6.1 mg) and palladium (II) acetate (2.5 mg) at room temperature, and the mixture was stirred at 1... Yields the product O=C(NC(=O)c1c(F)cccc1Cl)Nc1ccc(Br)cn1. The reactants are Nc1ccc(Br)cn1, [Cl-], O=C(O)NC(=O)c1c(F)cccc1Cl. RXN SMILES: [Br:16][c:17]1[cH:18][cH:19][c:20]([NH2:23])[n:21][cH:22]1.[Cl-:1].[Cl:2][c:3]1[c:4]([C:5](=[O:6])[NH:7][C:8](=[O:9])[OH:10])[c:11]([F:15])[cH:12][cH:13][cH:14]1>>[Cl:2][c:3]1[c:4]([C:5](=[O:6])[NH:7][C:8](=[O:10])[NH:23][c:20]2[cH:19][cH:18][c:17]([Br:16])[cH:22][n:21]2)[c:11]([F:15])[cH:12][cH:13][cH:14]1.